This data is from the Open Reaction Database (ORD), a public repository of structured organic reaction records. The task is: describe an organic reaction: reactants, conditions, products, and yield Reactants: C(C)N1CCN(CC1)C1=C(C(=CC=C1)[N+](=O)[O-])C#N (2-(4-Ethylpiperazinyl)-6-nitrobenzenecarbonitrile), N#N (N2). Reagents/catalysts: [Pd] (Pd/C). Run in CCO (EtOH), CCOC(=O)C (EtOAc). Run at time 8 hour. Product: NC1=CC=CC(=C1C#N)N1CCN(CC1)CC (6-Amino-2-(4-ethylpiperazinyl)benzenecarbonitrile). As a reaction SMILES: [CH2:1]([N:3]1[CH2:8][CH2:7][N:6]([C:9]2[CH:14]=[CH:13][CH:12]=[C:11]([N+:15]([O-])=O)[C:10]=2[C:18]#[N:19])[CH2:5][CH2:4]1)[CH3:2].N#N>CCO.CCOC(C)=O.[Pd]>[NH2:15][C:11]1[C:10]([C:18]#[N:19])=[C:9]([N:6]2[CH2:7][CH2:8][N:3]([CH2:1][CH3:2])[CH2:4][CH2:5]2)[CH:14]=[CH:13][CH:12]=1. Reported procedure: 2-(4-Ethylpiperazinyl)-6-nitrobenzenecarbonitrile (1.0 eq) was dissolved in EtOH and EtOAc. The flask was purged with N2, and 10% Pd/C (0.1 eq) was added. The flask was evacuated and purged with H2 three times. The resulting mixture was stirred overnight at room temperature. The mixture was filtered through Celite, and the filter pad was washed with EtOAc. The solvent was removed in vacuo to provide the desired product as a yellow solid. LC/MS m/z 231.2 (MH+), Rt 1.42 minutes. Reactants: O=C(Cl)c1ccccc1, CCN(C(C)C)C(C)C, CS(=O)(=O)c1cccc(-c2ccc(CNS(=O)(=O)c3ccccc3Cl)s2)c1, ClCCl, O. Product: CS(=O)(=O)c1cccc(-c2ccc(CN(C(=O)c3ccccc3)S(=O)(=O)c3ccccc3Cl)s2)c1. Reaction SMILES: [C:37]([c:38]1[cH:39][cH:40][cH:41][cH:42][cH:43]1)(=[O:44])[Cl:45].[CH:28]([N:29]([CH2:30][CH3:31])[CH:32]([CH3:33])[CH3:34])([CH3:35])[CH3:36].[Cl:1][c:2]1[c:3]([S:8](=[O:9])(=[O:10])[NH:11][CH2:12][c:13]2[s:14][c:15](-[c:18]3[cH:19][c:20]([S:24](=[O:25])(=[O:26])[CH3:27])[cH:21][cH:22][cH:23]3)[cH:16][cH:17]2)[cH:4][cH:5][cH:6][cH:7]1.[Cl:47][CH2:48][Cl:49].[OH2:46]>>[Cl:1][c:2]1[c:3]([S:8](=[O:9])(=[O:10])[N:11]([CH2:12][c:13]2[s:14][c:15](-[c:18]3[cH:19][c:20]([S:24](=[O:25])(=[O:26])[CH3:27])[cH:21][cH:22][cH:23]3)[cH:16][cH:17]2)[C:37]([c:38]2[cH:39][cH:40][cH:41][cH:42][cH:43]2)=[O:44])[cH:4][cH:5][cH:6][cH:7]1. Starting materials: OC=1C=CC2=C(SC3=C(C(N2)=O)C=CC=C3)C1 (10,11-dihydro-7-hydroxy-11-oxodibenzo[b,f][1,4]thiazepin), [H-].[Al+3].[Li+].[H-].[H-].[H-] (lithium aluminum hydride), saturated solution, [Cl-].[NH4+] (ammonium chloride), C([O-])(O)=O.[Na+] (sodium bicarbonate). Run in O1CCCC1 (tetrahydrofuran), C(C)N1CCOCC1 (N-ethylmorpholine). The product is OC=1C=CC2=C(SC3=C(CN2)C=CC=C3)C1 (10,11-Dihydro-7-hydroxydibenzo[b,f][1,4]thiazepin). As a reaction SMILES: [OH:1][C:2]1[CH:3]=[CH:4][C:5]2[NH:11][C:10](=O)[C:9]3[CH:13]=[CH:14][CH:15]=[CH:16][C:8]=3[S:7][C:6]=2[CH:17]=1.[H-].[Al+3].[Li+].[H-].[H-].[H-].[Cl-].[NH4+].C(=O)(O)[O-].[Na+]>O1CCCC1.C(N1CCOCC1)C>[OH:1][C:2]1[CH:3]=[CH:4][C:5]2[NH:11][CH2:10][C:9]3[CH:13]=[CH:14][CH:15]=[CH:16][C:8]=3[S:7][C:6]=2[CH:17]=1 |f:1.2.3.4.5.6,7.8,9.10|. Procedure: A mixture of 10,11-dihydro-7-hydroxy-11-oxodibenzo[b,f][1,4]thiazepin (4.5g,18.5 mmoles) and lithium aluminum hydride (3.5g,92.5 mmoles) in tetrahydrofuran (200 ml) and N-ethylmorpholine (100 ml) was refluxed for 18 hours. The reaction mixture was decomposed by the addition of 12 ml of a saturated solution of ammonium chloride and 33 ml of lM sodium bicarbonate. The mixture was filtered and the salts were washed with methanol. The filtrate was evaporated to dryness and the residue was extracted ... The reactants are CN(C)C=O, O=C1CCc2c(OCCCl)cccc21, [H-], [Na+], c1c[nH]cn1. The product is O=C1CCc2c(OCCn3ccnc3)cccc21. RXN SMILES: [CH3:22][N:23]([CH3:24])[CH:25]=[O:26].[Cl:8][CH2:9][CH2:10][O:11][c:12]1[c:13]2[c:17]([cH:18][cH:19][cH:20]1)[C:16](=[O:21])[CH2:15][CH2:14]2.[H-:1].[Na+:2].[nH:3]1[cH:4][n:5][cH:6][cH:7]1>>[n:3]1([CH2:9][CH2:10][O:11][c:12]2[c:13]3[c:17]([cH:18][cH:19][cH:20]2)[C:16](=[O:21])[CH2:15][CH2:14]3)[cH:4][n:5][cH:6][cH:7]1. Starting materials: CC1=NC(=NC(=C1C)C)N1CC2CNCC2C1 (2-(4,5,6-trimethylpyrimidin-2-yl)octahydropyrrolo[3,4-c]pyrrole), BrC1=NC=CC=C1C(=O)O (2-bromopyridine-3-carboxylic acid). Product: BrC1=NC=CC=C1C(=O)N1CC2CN(CC2C1)C1=NC(=C(C(=N1)C)C)C ((2-Bromopyridin-3-yl)(5-(4,5,6-trimethylpyrimidin-2-yl)hexahydropyrrolo[3,4-c]pyrrol-2(1H)-yl)methanone). As a reaction SMILES: [CH3:1][C:2]1[C:7]([CH3:8])=[C:6]([CH3:9])[N:5]=[C:4]([N:10]2[CH2:17][CH:16]3[CH:12]([CH2:13][NH:14][CH2:15]3)[CH2:11]2)[N:3]=1.[Br:18][C:19]1[C:24]([C:25](O)=[O:26])=[CH:23][CH:22]=[CH:21][N:20]=1>>[Br:18][C:19]1[C:24]([C:25]([N:14]2[CH2:13][CH:12]3[CH:16]([CH2:17][N:10]([C:4]4[N:5]=[C:6]([CH3:9])[C:7]([CH3:8])=[C:2]([CH3:1])[N:3]=4)[CH2:11]3)[CH2:15]2)=[O:26])=[CH:23][CH:22]=[CH:21][N:20]=1. Reported procedure: The title compound was prepared in a manner analogous to Example 1 utilizing Intermediate 42 and 2-bromopyridine-3-carboxylic acid. MS (ESI): mass calculated for C19H22BrN5O, 415.10; m/z found 416.1 [M+H]+. 1H NMR (600 MHz, CDCl3): 8.44 (dd, J=4.7, 1.6, 1H), 7.33 (dd, J=7.6, 4.7, 1H), 6.38-6.24 (m, 1H), 3.94-3.90 (m, 2H), 3.88-3.84 (m, 1H), 3.74-3.50 (m, 4H), 3.31-3.01 (m, 3H), 2.40-2.23 (m, 6H), 2.12-2.06 (m, 3H). Reactants: OC1=C(CO)C=CC=C1 (2-hydroxybenzyl alcohol), C(C)OCCBr (2-bromoethyl ethyl ether), C([O-])([O-])=O.[K+].[K+] (potassium carbonate), CN(C)C=O (DMF). Solvent: O (water). Conditions: temperature 90 celsius, time 3 day. Product: C(C)OCCOC1=C(CO)C=CC=C1 (2-(2-ethoxyethoxy)benzyl alcohol). RXN SMILES: [OH:1][C:2]1[CH:9]=[CH:8][CH:7]=[CH:6][C:3]=1[CH2:4][OH:5].[CH2:10]([O:12][CH2:13][CH2:14]Br)[CH3:11].C(=O)([O-])[O-].[K+].[K+].CN(C=O)C>O>[CH2:10]([O:12][CH2:13][CH2:14][O:1][C:2]1[CH:9]=[CH:8][CH:7]=[CH:6][C:3]=1[CH2:4][OH:5])[CH3:11] |f:2.3.4|. Reported procedure: A mixture of 2-hydroxybenzyl alcohol (2.00 g), 2-bromoethyl ethyl ether (2.7 ml), potassium carbonate (4.45 g) and DMF (20 ml) was stirred at 90° C. for 3 days. The reaction mixture was mixed with water and was extracted with ethyl acetate. The organic layer was washed with a 1 N aqueous solution of sodium hydroxide and an aqueous saturated solution of sodium chloride, and was dried with magnesium sulfate. After concentration under reduced pressure, the residue was subjected to purification usin... Reactants: CNC(=O)C(Br)c1ccccc1, CCN(C(C)C)C(C)C, COc1ccc(CCC2NCCc3ncccc32)cc1, CC#N, [I-], [Na+]. Product: CNC(=O)C(c1ccccc1)N1CCc2ncccc2C1CCc1ccc(OC)cc1. Reaction SMILES: [Br:21][CH:22]([C:23](=[O:24])[NH:25][CH3:26])[c:27]1[cH:28][cH:29][cH:30][cH:31][cH:32]1.[CH2:33]([N:34]([CH:35]([CH3:36])[CH3:37])[CH:38]([CH3:39])[CH3:40])[CH3:41].[CH3:1][O:2][c:3]1[cH:4][cH:5][c:6]([CH2:9][CH2:10][CH:11]2[c:12]3[cH:13][cH:14][cH:15][n:16][c:17]3[CH2:18][CH2:19][NH:20]2)[cH:7][cH:8]1.[CH3:44][C:45]#[N:46].[I-:43].[Na+:42]>>[CH3:1][O:2][c:3]1[cH:4][cH:5][c:6]([CH2:9][CH2:10][CH:11]2[c:12]3[cH:13][cH:14][cH:15][n:16][c:17]3[CH2:18][CH2:19][N:20]2[CH:22]([C:23](=[O:24])[NH:25][CH3:26])[c:27]2[cH:28][cH:29][cH:30][cH:31][cH:32]2)[cH:7][cH:8]1. Yields the product CN(C)CCN(C)c1nc2ccc(NC(=O)c3cnc(-c4ccc(F)cc4)cn3)cc2s1. Reaction SMILES: [C:37](=[O:38])([O-:39])[O-:40].[CH2:43]1[O:44][CH2:45][CH2:46][O:47][CH2:48]1.[CH3:1][N:2]([CH2:3][CH2:4][N:5]([c:6]1[s:7][c:8]2[c:9]([n:10]1)[cH:11][cH:12][c:13]([NH:15][C:16](=[O:17])[c:18]1[n:19][cH:20][c:21]([Cl:24])[n:22][cH:23]1)[cH:14]2)[CH3:25])[CH3:26].[F:27][c:28]1[cH:29][cH:30][c:31]([B:34]([OH:35])[OH:36])[cH:32][cH:33]1.[K+:41].[K+:42].[OH2:126].[cH:49]1[cH:50][cH:51][c:52]([P:53]([Pd:54]([P:55]([c:56]2[cH:57][cH:58][cH:59][cH:60][cH:61]2)([c:62]2[cH:63][cH:64][cH:65][cH:66][cH:67]2)[c:68]2[cH:69][cH:70][cH:71][cH:72][cH:73]2)([P:74]([c:75]2[cH:76][cH:77][cH:78][cH:79][cH:80]2)([c:81]2[cH:82][cH:83][cH:84][cH:85][cH:86]2)[c:87]2[cH:88][cH:89][cH:90][cH:91][cH:92]2)[P:93]([c:94]2[cH:95][cH:96][cH:97][cH:98][cH:99]2)([c:100]2[cH:101][cH:102][cH:103][cH:104][cH:105]2)[c:106]2[cH:107][cH:108][cH:109][cH:110][cH:111]2)([c:112]2[cH:113][cH:114][cH:115][cH:116][cH:117]2)[c:118]2[cH:119][cH:120][cH:121][cH:122][cH:123]2)[cH:124][cH:125]1>>[CH3:1][N:2]([CH2:3][CH2:4][N:5]([c:6]1[s:7][c:8]2[c:9]([n:10]1)[cH:11][cH:12][c:13]([NH:15][C:16](=[O:17])[c:18]1[n:19][cH:20][c:21](-[c:31]3[cH:30][cH:29][c:28]([F:27])[cH:33][cH:32]3)[n:22][cH:23]1)[cH:14]2)[CH3:25])[CH3:26]. Starting materials: O=C([O-])[O-], C1COCCO1, CN(C)CCN(C)c1nc2ccc(NC(=O)c3cnc(Cl)cn3)cc2s1, OB(O)c1ccc(F)cc1, [K+], [K+], O, c1ccc(P(c2ccccc2)(c2ccccc2)[Pd](P(c2ccccc2)(c2ccccc2)c2ccccc2)(P(c2ccccc2)(c2ccccc2)c2ccccc2)P(c2ccccc2)(c2ccccc2)c2ccccc2)cc1. Starting materials: COC(=O)C=1C2=C(C(=NC1)Cl)C=CN2C (4-Chloro-1-methyl-1H-pyrrolo[3,2-c]pyridine-7-carboxylic acid methyl ester), ClC=1C=C(N)C=CC1 (3-chloroaniline), CS(=O)(=O)O (methanesulfonic acid). The solvent is O1CCOCC1 (1,4-dioxan), CO (methanol). Yields the product COC(=O)C=1C2=C(C(=NC1)NC1=CC(=CC=C1)Cl)C=CN2C (4-(3-Chloro-phenylamino)-1-methyl-1H-pyrrolo[3,2-c]pyridine-7-carboxylic acid methyl ester). As a reaction SMILES: [CH3:1][O:2][C:3]([C:5]1[C:6]2[N:14]([CH3:15])[CH:13]=[CH:12][C:7]=2[C:8](Cl)=[N:9][CH:10]=1)=[O:4].[Cl:16][C:17]1[CH:18]=[C:19]([CH:21]=[CH:22][CH:23]=1)[NH2:20].CS(O)(=O)=O>O1CCOCC1.CO>[CH3:1][O:2][C:3]([C:5]1[C:6]2[N:14]([CH3:15])[CH:13]=[CH:12][C:7]=2[C:8]([NH:20][C:19]2[CH:21]=[CH:22][CH:23]=[C:17]([Cl:16])[CH:18]=2)=[N:9][CH:10]=1)=[O:4]. Reported procedure: 4-Chloro-1-methyl-1H-pyrrolo[3,2-c]pyridine-7-carboxylic acid methyl ester (1.04 g), 3-chloroaniline (0.97 ml) and methanesulfonic acid (0.60 ml) in 1,4-dioxan (10 ml) were irradiated at 180° C. for 30 minutes with microwaves. The solid mass obtained was dissolved in methanol and the solvent evaporated. The residue was dissolved in ethyl acetate and washed with water followed by saturated brine solution then dried (MgSO4)), filtered and evaporated to yield a brown oil (1.6 g). The brown oil was ... Reactants: FC(C=1C=C(C=C(C1)C(F)(F)F)Cl)(F)F (3,5-bis(trifluoromethyl)chlorobenzene), C1(CCCCC1)C(C1CCCCC1)N (dicyclohexylmethylamine), C(C=C)#N (acrylonitrile), C1(=CC=CC=C1)P(C(C)(C)C)C(C)(C)C (phenyldi(t-butyl)phosphine). The reagents and catalysts are C(C)(=O)[O-].[Pd+2].C(C)(=O)[O-] (palladium acetate). Run in CC(=O)N(C)C (dimethylacetamide), O (water). Reaction conditions: time 4 hour. The product is FC(C=1C=C(C=CC#N)C=C(C1)C(F)(F)F)(F)F (3,5-bis(trifluoromethyl)cinnamonitrile). The yield is 69.0%. As a reaction SMILES: [C:1](#[N:4])[CH:2]=[CH2:3].C1(P(C(C)(C)C)C(C)(C)C)C=CC=CC=1.[F:20][C:21]([F:34])([F:33])[C:22]1[CH:23]=[C:24](Cl)[CH:25]=[C:26]([C:28]([F:31])([F:30])[F:29])[CH:27]=1.C1(C(N)C2CCCCC2)CCCCC1>C([O-])(=O)C.[Pd+2].C([O-])(=O)C.O.CC(N(C)C)=O>[F:20][C:21]([F:33])([F:34])[C:22]1[CH:23]=[C:24]([CH:25]=[C:26]([C:28]([F:29])([F:30])[F:31])[CH:27]=1)[CH:3]=[CH:2][C:1]#[N:4] |f:4.5.6|. Procedure details: 0.382 g (7.2 mmol) of acrylonitrile, 38.7 mg (120 μmol) of NBu4Br, 6.7 mg (30 μmol) of palladium acetate and 26.7 mg (120 μmol) of phenyldi(t-butyl)phosphine are weighed into a Schlenk vessel. 1.49 g (6 mmol) of 3,5-bis(trifluoromethyl)chlorobenzene and 1.53 ml (7.2 mmol) of dicyclohexylmethylamine and also 3.5 ml of dimethylacetamide are then added. The Schlenk vessel is placed in a heating bath at 130° C. and the contents are stirred. After 4 hours, the contents are poured into 30 ml of water ...